From a dataset of the Open Reaction Database (ORD), a public repository of structured organic reaction records. describe an organic reaction: reactants, conditions, products, and yield Starting materials: CC[O-].[Na+] (sodium ethylate), NC(=O)C1=C(C=CC(=C1)F)NC(C(=O)OCC)=O (ethyl ((2-(aminocarbonyl)-4-fluorophenyl)amino)(oxo)acetate), Cl (hydrochloric acid). Solvent: C(C)O (ethanol). Run at time 2 hour. Product: FC=1C=C2C(NC(=NC2=CC1)C(=O)OCC)=O (ethyl 6-fluoro-4-oxo-3,4-dihydroquinazoline-2-carboxylate). Isolated yield 75.3%. As a reaction SMILES: [NH2:1][C:2]([C:4]1[CH:9]=[C:8]([F:10])[CH:7]=[CH:6][C:5]=1[NH:11][C:12](=O)[C:13]([O:15][CH2:16][CH3:17])=[O:14])=[O:3].CC[O-].[Na+].Cl>C(O)C>[F:10][C:8]1[CH:9]=[C:4]2[C:5](=[CH:6][CH:7]=1)[N:11]=[C:12]([C:13]([O:15][CH2:16][CH3:17])=[O:14])[NH:1][C:2]2=[O:3] |f:1.2|. Procedure: To a suspension of ethyl ((2-(aminocarbonyl)-4-fluorophenyl)amino)(oxo)acetate (1.50 g, 5.90 mmol) in ethanol (30 mL) was added dropwise sodium ethylate (20% ethanol solution, 2.40 g, 7.08 mmol) under ice-cooling, and the mixture was stirred for 2 hr. The reaction mixture was adjusted to pH 3-4 with 1N hydrochloric acid, and the precipitated insoluble material was collected by filtration. The filtered cake was washed with water and ethanol to give the title compound as a white powder (1.05 g, 75... The reactants are FC(C1=NC(=C(C(=C1C(=O)OC)CC(C)C)C(O)C1=CC=NS1)C(F)(F)F)F (Methyl 2-(difluoromethyl)-5-[(isothiazol-5-yl) hydroxymethyl]-4-(2-methylpropyl)-6-(trifluoromethyl)-3-pyridinecarboxylate), CI (methyl iodide). The product is FC(C1=NC(=C(C(=C1C(=O)OC)CC(C)C)C(C1=CC=NS1)OC)C(F)(F)F)F (Methyl 2-(Difluoromethyl)-5-[(methoxy) isothiazol-5-ylmethyl]-4-(2-methylpropyl)-6-(trifluoromethyl)-3-pyridinecarboxylate). RXN SMILES: [F:1][CH:2]([F:28])[C:3]1[C:8]([C:9]([O:11][CH3:12])=[O:10])=[C:7]([CH2:13][CH:14]([CH3:16])[CH3:15])[C:6]([CH:17]([C:19]2[S:23][N:22]=[CH:21][CH:20]=2)[OH:18])=[C:5]([C:24]([F:27])([F:26])[F:25])[N:4]=1.[CH3:29]I>>[F:28][CH:2]([F:1])[C:3]1[C:8]([C:9]([O:11][CH3:12])=[O:10])=[C:7]([CH2:13][CH:14]([CH3:15])[CH3:16])[C:6]([CH:17]([O:18][CH3:29])[C:19]2[S:23][N:22]=[CH:21][CH:20]=2)=[C:5]([C:24]([F:27])([F:26])[F:25])[N:4]=1. Procedure details: Methyl 2-(difluoromethyl)-5-[(isothiazol-5-yl) hydroxymethyl]-4-(2-methylpropyl)-6-(trifluoromethyl)-3-pyridinecarboxylate (prepared by the procedure similar to example H of U.S. Pat. No. 5,260,262) was alkylated with methyl iodide by the procedure in example 61 of U.S. Pat. No. 5,169,432.